Dataset: the Open Reaction Database (ORD), a public repository of structured organic reaction records. Task: describe an organic reaction: reactants, conditions, products, and yield Reactants: O=C([O-])[O-], CCCC[N+](CCCC)(CCCC)CCCC, COc1cc2c(cc1OC)C(=O)C(CC1CCNCC1)C2, CC(C)=O, ClCc1ccccc1, [I-], [K+], [K+], O. Product: COc1cc2c(cc1OC)C(=O)C(CC1CCN(Cc3ccccc3)CC1)C2. Reaction SMILES: [C:30](=[O:31])([O-:32])[O-:33].[CH2:41]([N+:42]([CH2:43][CH2:44][CH2:45][CH3:46])([CH2:47][CH2:48][CH2:49][CH3:50])[CH2:51][CH2:52][CH2:53][CH3:54])[CH2:55][CH2:56][CH3:57].[CH3:1][O:2][c:3]1[cH:4][c:5]2[c:9]([cH:10][c:11]1[O:12][CH3:13])[C:8](=[O:14])[CH:7]([CH2:15][CH:16]1[CH2:17][CH2:18][NH:19][CH2:20][CH2:21]1)[CH2:6]2.[CH3:36][C:37](=[O:38])[CH3:39].[Cl:22][CH2:23][c:24]1[cH:25][cH:26][cH:27][cH:28][cH:29]1.[I-:40].[K+:34].[K+:35].[OH2:58]>>[CH3:1][O:2][c:3]1[cH:4][c:5]2[c:9]([cH:10][c:11]1[O:12][CH3:13])[C:8](=[O:14])[CH:7]([CH2:15][CH:16]1[CH2:17][CH2:18][N:19]([CH2:23][c:24]3[cH:25][cH:26][cH:27][cH:28][cH:29]3)[CH2:20][CH2:21]1)[CH2:6]2. Starting materials: CC1(C)OC(c2ccc(C#N)cc2)=CC1=O, ClC(Cl)Cl, ClCCl, O=C1CCC(=O)N1Br. Yields the product CC1(C)OC(c2ccc(C#N)cc2)=C(Br)C1=O. Reaction SMILES: [CH3:1][C:2]1([CH3:16])[C:3](=[O:15])[CH:4]=[C:5]([c:7]2[cH:8][cH:9][c:10]([C:11]#[N:12])[cH:13][cH:14]2)[O:6]1.[Cl:25][CH:26]([Cl:27])[Cl:28].[Cl:29][CH2:30][Cl:31].[O:17]=[C:18]1[N:19]([Br:24])[C:20](=[O:21])[CH2:22][CH2:23]1>>[CH3:1][C:2]1([CH3:16])[C:3](=[O:15])[C:4]([Br:24])=[C:5]([c:7]2[cH:8][cH:9][c:10]([C:11]#[N:12])[cH:13][cH:14]2)[O:6]1. Conditions: temperature 265 fahrenheit. Reactants: O=P12OP3(=O)OP(=O)(O1)OP(=O)(O2)O3 (P2O5), gypsum, OS(=O)(=O)O (H2SO4), [O-]P(=O)([O-])[O-].[O-]P(=O)([O-])[O-].[O-]P(=O)([O-])[O-].[F-].[Ca+2].[Ca+2].[Ca+2].[Ca+2].[Ca+2] (phosphate rock), gypsum, S(O)(O)(=O)=O (sulfuric acid), OS(=O)(=O)O (H2SO4), OS(=O)(=O)O (H2SO4). Procedure: Concentrated sulfuric acid containing 93% by weight of H2SO4 was continuously pumped to a mixing tee. Also continuously added to the mixing tee was gypsum pond water containing about 0.9% by weight of P2O5, about 0.2% by weight of CaO (2,000 ppm), and about 0.4% H2SO4 and having a pH of about 2.3. Sufficient amounts of gypsum pond water were added to the concentrated acid to produce a diluted acid having about 72% by weight of H2SO4. The diluted acid at a temperature of about 265° F was then coo... Run in O (water). The product is P(O)(O)(O)=O (phosphoric acid), O.S(=O)(=O)([O-])[O-].[Ca+2].[Ca+2].S(=O)(=O)([O-])[O-] (calcium sulfate hemihydrate). RXN SMILES: [S:1](=[O:5])(=[O:4])([OH:3])[OH:2].[O:6]=[P:7]12[O:18]P3(OP(OP(O3)([O:14]1)=O)(=O)[O:8]2)=O.[O-]P([O-])([O-])=O.[O-]P([O-])([O-])=O.[O-]P([O-])([O-])=O.[F-].[Ca+2:36].[Ca+2].[Ca+2].[Ca+2].[Ca+2]>O>[P:7](=[O:6])([OH:18])([OH:14])[OH:8].[OH2:2].[S:1]([O-:5])([O-:4])(=[O:3])=[O:2].[Ca+2:36].[Ca+2:36].[S:1]([O-:5])([O-:4])(=[O:3])=[O:2] |f:2.3.4.5.6.7.8.9.10,13.14.15.16.17|. Reactants: [OH-].[Na+] (sodium hydroxide), BrN1C(CCC1=O)=O (N-bromosuccinimide), COC=1C=C2C(=CC=NC2=CC1)C (6-methoxy-4-methylquinoline), O (water). The solvent is S(O)(O)(=O)=O (sulfuric acid). Run at time 1 hour. Yields the product BrC1=C2C(=CC=NC2=CC=C1OC)C (5-bromo-6-methoxy-4-methylquinoline). As a reaction SMILES: [Br:1]N1C(=O)CCC1=O.[CH3:9][O:10][C:11]1[CH:12]=[C:13]2[C:18](=[CH:19][CH:20]=1)[N:17]=[CH:16][CH:15]=[C:14]2[CH3:21].O.[OH-].[Na+]>S(=O)(=O)(O)O>[Br:1][C:12]1[C:11]([O:10][CH3:9])=[CH:20][CH:19]=[C:18]2[C:13]=1[C:14]([CH3:21])=[CH:15][CH:16]=[N:17]2 |f:3.4|. Procedure details: N-bromosuccinimide (0.57 g, 3.2 mmol) is added at RT to a mixture of 6-methoxy-4-methylquinoline (0.5 g, 2.9 mmol) in conc. sulfuric acid (5 ml). The mixture is stirred for 1 h and poured onto ice-water. The water phase is made basic with an aqueous solution of sodium hydroxide (1 mol/l) and extracted with DCM. The combined organic layers are dried over MgSO4 and concentrated in vacuo. The product is purified by RP HPLC. Yield: 256 mg (35%). HPLC-MS: M+H=252/254; tR=1.09 min (METHOD—1). Starting materials: BrB(Br)Br, COc1cc2c(=O)c(Cc3cccnc3)cn3c4ccc(Br)cc4c(c1)c23, ClCCl, [Na+], [Na+], O=C([O-])[O-], O. The product is O=c1c(Cc2cccnc2)cn2c3ccc(Br)cc3c3cc(O)cc1c32. As a reaction SMILES: [B:28]([Br:29])([Br:30])[Br:31].[Br:1][c:2]1[cH:3][cH:4][c:5]2[n:6]3[c:7]4[c:8]([cH:9][c:10]([O:15][CH3:16])[cH:11][c:12]4[c:13]2[cH:14]1)[c:17](=[O:27])[c:18]([CH2:20][c:21]1[cH:22][n:23][cH:24][cH:25][cH:26]1)[cH:19]3.[CH2:39]([Cl:40])[Cl:41].[Na+:33].[Na+:34].[O-:35][C:36](=[O:37])[O-:38].[OH2:32]>>[Br:1][c:2]1[cH:3][cH:4][c:5]2[n:6]3[c:7]4[c:8]([cH:9][c:10]([OH:15])[cH:11][c:12]4[c:13]2[cH:14]1)[c:17](=[O:27])[c:18]([CH2:20][c:21]1[cH:22][n:23][cH:24][cH:25][cH:26]1)[cH:19]3. Starting materials: FC1=CC=C(C=C1)C(CN(C(=O)NC1=CC=CC=C1)C)=O (N-[2-(4-Fluorophenyl)-2-oxo-ethyl]-N-methyl-N'-phenylurea). Solvent: C(C)(=O)O (acetic acid). Product: FC1=CC=C(C=C1)C=1N(C(N(C1)C)=O)C1=CC=CC=C1 (4-(4-Fluorophenyl)-1-methyl-3-phenyl-4-imidazolin-2-one). RXN SMILES: [F:1][C:2]1[CH:7]=[CH:6][C:5]([C:8](=O)[CH2:9][N:10]([CH3:20])[C:11]([NH:13][C:14]2[CH:19]=[CH:18][CH:17]=[CH:16][CH:15]=2)=[O:12])=[CH:4][CH:3]=1>C(O)(=O)C>[F:1][C:2]1[CH:7]=[CH:6][C:5]([C:8]2[N:13]([C:14]3[CH:19]=[CH:18][CH:17]=[CH:16][CH:15]=3)[C:11](=[O:12])[N:10]([CH3:20])[CH:9]=2)=[CH:4][CH:3]=1. Procedure: 3.5 g (12.2 mmol) of the compound from Example 3 are heated under reflux for 24 hours in 50 ml of glacial acetic acid, the solvent is removed and the residue is washed with water. After drying 3.12 g are obtained.